Dataset: the Open Reaction Database (ORD), a public repository of structured organic reaction records. Task: describe an organic reaction: reactants, conditions, products, and yield Starting materials: CC1(CCCC(F)(F)F)CC=CC2COC(=O)N2CCSc2nc(cs2)C(=O)O1, CO, C1CCOC1. The product is CC(O)(CC=CC1COC(=O)N1CCSc1nc(C(=O)O)cs1)CCCC(F)(F)F. As a reaction SMILES: [CH3:1][C:2]1([CH2:23][CH2:24][CH2:25][C:26]([F:27])([F:28])[F:29])[CH2:3][CH:4]=[CH:5][CH:6]2[CH2:7][O:8][C:9](=[O:22])[N:10]2[CH2:11][CH2:12][S:13][c:14]2[s:15][cH:16][c:17]([n:21]2)[C:18](=[O:20])[O:19]1.[CH3:35][OH:36].[O:30]1[CH2:31][CH2:32][CH2:33][CH2:34]1>>[CH3:1][C:2]([CH2:3][CH:4]=[CH:5][CH:6]1[CH2:7][O:8][C:9](=[O:22])[N:10]1[CH2:11][CH2:12][S:13][c:14]1[s:15][cH:16][c:17]([C:18]([OH:19])=[O:20])[n:21]1)([CH2:23][CH2:24][CH2:25][C:26]([F:27])([F:28])[F:29])[OH:30]. The reactants are NC1=C(C(=O)C2=CC=CC=C2)C=C2C(=C1)OCO2 (2-amino-4,5-methylenedioxybenzophenone), C(C)(C)I (isopropyliodide), C([O-])([O-])=O.[K+].[K+] (potassium carbonate). The product is C(C)(C)NC1=C(C(=O)C2=CC=CC=C2)C=C2C(=C1)OCO2 (2-isopropylamino-4,5-methylenedioxybenzophenone). As a reaction SMILES: [NH2:1][C:2]1[CH:15]=[C:14]2[O:16][CH2:17][O:18][C:13]2=[CH:12][C:3]=1[C:4]([C:6]1[CH:11]=[CH:10][CH:9]=[CH:8][CH:7]=1)=[O:5].[CH:19](I)([CH3:21])[CH3:20].C(=O)([O-])[O-].[K+].[K+]>>[CH:19]([NH:1][C:2]1[CH:15]=[C:14]2[O:16][CH2:17][O:18][C:13]2=[CH:12][C:3]=1[C:4]([C:6]1[CH:7]=[CH:8][CH:9]=[CH:10][CH:11]=1)=[O:5])([CH3:21])[CH3:20] |f:2.3.4|. Reported procedure: To a flask equipped with a stirrer and condenser are charged 80 g. of 2-amino-4,5-methylenedioxybenzophenone, 600 ml. of isopropyliodide and 80 g. anhydrous potassium carbonate. The mixture is stirred and refluxed for ca. 48 hours, cooled to room temperature, filtered and concentrated in vacuo on a rotary evaporator. The residue is dissolved in 1:1 chloroform-hexane and chromatographed through a silica gel (500 g.) column with the same solvent system. There is obtained 2-isopropylamino-4,5-methy... The reactants are CC1=C(N=C(N=C1N)[C@H](CC(=O)N)NC[C@@H](C(=O)N)N)C(=O)N[C@@H]([C@H](C2=CNC=N2)O[C@H]3[C@H]([C@H]([C@@H]([C@@H](O3)CO)O)O)O[C@@H]4[C@H]([C@H]([C@@H]([C@H](O4)CO)O)OC(=O)N)O)C(=O)N[C@H](C)[C@H]([C@H](C)C(=O)N[C@@H]([C@@H](C)O)C(=O)NCCC5=NC(=CS5)C6=NC=C(S6)C(=O)NCCC[S+](C)C)O (bleomycin), sugar. The solvent is CO (methanol). The product is CC1=C(N=C(N=C1N)[C@H](CC(=O)N)NC[C@@H](C(=O)N)N)C(=O)N[C@@H]([C@H](C2=CNC=N2)O[C@H]3[C@H]([C@H]([C@@H]([C@@H](O3)CO)O)O)O[C@@H]4[C@H]([C@H]([C@@H]([C@H](O4)CO)O)OC(=O)N)O)C(=O)N[C@H](C)[C@H]([C@H](C)C(=O)N[C@@H]([C@@H](C)O)C(=O)NCCC5=NC(=CS5)C6=NC=C(S6)C(=O)NCCC[S+](C)C)O (Bleomycin), O=C[C@H](O)[C@H](O)[C@@H](O)[C@H](O)CO (gulose), O=C[C@@H](O)[C@@H](O)[C@H](O)[C@H](O)CO (mannose). Reaction SMILES: [CH3:1][C:2]1[C:7]([NH2:8])=[N:6][C:5]([C@@H:9]([NH:14][CH2:15][C@H:16]([NH2:20])[C:17]([NH2:19])=[O:18])[CH2:10][C:11]([NH2:13])=[O:12])=[N:4][C:3]=1[C:21]([NH:23][C@H:24]([C:57]([NH:59][C@@H:60]([C@@H:62]([OH:96])[C@@H:63]([C:65]([NH:67][C@H:68]([C:72]([NH:74][CH2:75][CH2:76][C:77]1[S:81][CH:80]=[C:79]([C:82]2[S:86][C:85]([C:87]([NH:89][CH2:90][CH2:91][CH2:92][S+:93]([CH3:95])[CH3:94])=[O:88])=[CH:84][N:83]=2)[N:78]=1)=[O:73])[C@H:69]([OH:71])[CH3:70])=[O:66])[CH3:64])[CH3:61])=[O:58])[C@@H:25]([O:31][C@@H:32]1[O:37][C@@H:36]([CH2:38][OH:39])[C@@H:35]([OH:40])[C@H:34]([OH:41])[C@@H:33]1[O:42][C@H:43]1[O:48][C@H:47]([CH2:49][OH:50])[C@@H:46]([OH:51])[C@H:45]([O:52][C:53]([NH2:55])=[O:54])[C@@H:44]1[OH:56])[C:26]1[N:30]=[CH:29][NH:28][CH:27]=1)=[O:22]>CO>[CH3:1][C:2]1[C:7]([NH2:8])=[N:6][C:5]([C@@H:9]([NH:14][CH2:15][C@H:16]([NH2:20])[C:17]([NH2:19])=[O:18])[CH2:10][C:11]([NH2:13])=[O:12])=[N:4][C:3]=1[C:21]([NH:23][C@H:24]([C:57]([NH:59][C@@H:60]([C@@H:62]([OH:96])[C@@H:63]([C:65]([NH:67][C@H:68]([C:72]([NH:74][CH2:75][CH2:76][C:77]1[S:81][CH:80]=[C:79]([C:82]2[S:86][C:85]([C:87]([NH:89][CH2:90][CH2:91][CH2:92][S+:93]([CH3:94])[CH3:95])=[O:88])=[CH:84][N:83]=2)[N:78]=1)=[O:73])[C@H:69]([OH:71])[CH3:70])=[O:66])[CH3:64])[CH3:61])=[O:58])[C@@H:25]([O:31][C@@H:32]1[O:37][C@@H:36]([CH2:38][OH:39])[C@@H:35]([OH:40])[C@H:34]([OH:41])[C@@H:33]1[O:42][C@H:43]1[O:48][C@H:47]([CH2:49][OH:50])[C@@H:46]([OH:51])[C@H:45]([O:52][C:53]([NH2:55])=[O:54])[C@@H:44]1[OH:56])[C:26]1[N:30]=[CH:29][NH:28][CH:27]=1)=[O:22].[O:31]=[CH:32][C@@H:33]([C@@H:34]([C@H:35]([C@@H:36]([CH2:38][OH:39])[OH:37])[OH:40])[OH:41])[OH:42].[O:31]=[CH:32][C@H:33]([C@H:34]([C@@H:35]([C@@H:36]([CH2:38][OH:39])[OH:37])[OH:40])[OH:41])[OH:42]. Procedure details: The sugar component of Bu-2231 A and B was. also investigated comparatively with bleomycin. A mixture of components A and B was refluxed in methanol with a strongly acidic resin (Amberlyst 15) for 20 hours. Basic fragments from the hydrolysis were adsorbed on the resin and neutral products liberated in the solution were concentrated in vacuo to a sticky syrup. This material was trimethylsilyated and then subjected to gas-chromatographic analysis. Bleomycin gave peaks assignable to gulose and man... Reported procedure: To a stirred solution of 1.52 gram (0.008 mole) of 2-formyl-5-phenylthiophene and 2.0 grams (0.00820 mole) of diethyl 4-methylbenzylphosphonate in 40 mL of N,N-dimethylformamide was added 0.53 gram (0.0098 mole) of sodium methoxide. The reaction mixture was stirred at room temperature for approximately 18 hours and then was quenched with 50 mL of an aqueous solution saturated with ammonium chloride. A precipitate formed and was collected by filtration. The filter cake was washed with water. The ... Yield: 49.7%. Product: CC1=CC=C(C=C1)C=CC=1SC(=CC1)C1=CC=CC=C1 (2-(4-methylphenyl)-1-(5-phenylthien-2-yl)ethene). Reaction conditions: time 18 hour. As a reaction SMILES: [CH:1]([C:3]1[S:4][C:5]([C:8]2[CH:13]=[CH:12][CH:11]=[CH:10][CH:9]=2)=[CH:6][CH:7]=1)=O.[CH3:14][C:15]1[CH:29]=[CH:28][C:18]([CH2:19]P(=O)(OCC)OCC)=[CH:17][CH:16]=1.C[O-].[Na+]>CN(C)C=O>[CH3:14][C:15]1[CH:29]=[CH:28][C:18]([CH:19]=[CH:1][C:3]2[S:4][C:5]([C:8]3[CH:13]=[CH:12][CH:11]=[CH:10][CH:9]=3)=[CH:6][CH:7]=2)=[CH:17][CH:16]=1 |f:2.3|. The solvent is CN(C=O)C (N,N-dimethylformamide). The reactants are C(=O)C=1SC(=CC1)C1=CC=CC=C1 (2-formyl-5-phenylthiophene), CC1=CC=C(CP(OCC)(OCC)=O)C=C1 (diethyl 4-methylbenzylphosphonate), C[O-].[Na+] (sodium methoxide). Starting materials: CN1C(=O)c2ccc([N+](=O)[O-])cc2C1=O, O. The product is CN1C(=O)c2ccc(N)cc2C1=O. RXN SMILES: [CH3:1][N:2]1[C:3](=[O:15])[c:4]2[c:5]([cH:8][c:9]([N+:12]([O-:13])=[O:14])[cH:10][cH:11]2)[C:6]1=[O:7].[OH2:16]>>[CH3:1][N:2]1[C:3](=[O:15])[c:4]2[c:5]([cH:8][c:9]([NH2:12])[cH:10][cH:11]2)[C:6]1=[O:7]. Starting materials: CN(C)S(=O)(=O)Cl, CCN(C(C)C)C(C)C, ClCCl, NCC1CCC(CN)CC1. Product: CN(C)S(=O)(=O)NCC1CCC(CN)CC1. Reaction SMILES: [CH3:1][N:2]([S:3](=[O:4])(=[O:5])[Cl:6])[CH3:7].[CH:18]([N:19]([CH:20]([CH3:21])[CH3:22])[CH2:23][CH3:24])([CH3:25])[CH3:26].[Cl:27][CH2:28][Cl:29].[NH2:8][CH2:9][CH:10]1[CH2:11][CH2:12][CH:13]([CH2:16][NH2:17])[CH2:14][CH2:15]1>>[CH3:1][N:2]([S:3](=[O:4])(=[O:5])[NH:17][CH2:16][CH:13]1[CH2:12][CH2:11][CH:10]([CH2:9][NH2:8])[CH2:15][CH2:14]1)[CH3:7]. Starting materials: [BH3-]C#N, [BH3-]C#N, CC(C)=O, CO, [Cl-], [Cl-], ClCCl, [Na+], [Na+], [OH-], [Zn+2], [Zn+2], NCCN1CCN(c2ncccn2)CC1. The product is CC(C)NCCN1CCN(c2ncccn2)CC1. As a reaction SMILES: [C:27]([BH3-:28])#[N:29].[C:33]([BH3-:34])#[N:35].[CH3:16][C:17]([CH3:18])=[O:19].[CH3:25][OH:26].[Cl-:31].[Cl-:36].[Cl:20][CH2:21][Cl:22].[Na+:24].[Na+:30].[OH-:23].[Zn+2:32].[Zn+2:37].[n:1]1[c:2]([N:7]2[CH2:8][CH2:9][N:10]([CH2:13][CH2:14][NH2:15])[CH2:11][CH2:12]2)[n:3][cH:4][cH:5][cH:6]1>>[n:1]1[c:2]([N:7]2[CH2:8][CH2:9][N:10]([CH2:13][CH2:14][NH:15][CH:17]([CH3:16])[CH3:18])[CH2:11][CH2:12]2)[n:3][cH:4][cH:5][cH:6]1.